Dataset: the Open Reaction Database (ORD), a public repository of structured organic reaction records. Task: describe an organic reaction: reactants, conditions, products, and yield Starting materials: BrC1=CC(=CC=C1)C(F)(F)F (1-bromo-3-(trifluoromethyl)benzene), C(CCC)[Li] (n-butyllithium), [Cl-].[NH4+] (ammonium chloride), [N+](=O)([O-])C=C1COC1 (3-nitromethylenoxetane). Run in C1CCOC1 (THF), O (water), C1CCOC1 (THF). Conditions: temperature -78 celsius, time 15 minute. Product: [N+](=O)([O-])CC1(COC1)C1=CC(=CC=C1)C(F)(F)F (3-(nitromethyl)-3-[3-(trifluoromethyl)phenyl]oxetane). Reaction SMILES: Br[C:2]1[CH:7]=[CH:6][CH:5]=[C:4]([C:8]([F:11])([F:10])[F:9])[CH:3]=1.C([Li])CCC.[N+:17]([CH:20]=[C:21]1[CH2:24][O:23][CH2:22]1)([O-:19])=[O:18].[Cl-].[NH4+]>C1COCC1.O>[N+:17]([CH2:20][C:21]1([C:2]2[CH:7]=[CH:6][CH:5]=[C:4]([C:8]([F:11])([F:10])[F:9])[CH:3]=2)[CH2:24][O:23][CH2:22]1)([O-:19])=[O:18] |f:3.4|. Reported procedure: A solution of 103 mg of 1-bromo-3-(trifluoromethyl)benzene (0.46 mmol) in 4 ml anhydrous THF is treated slowly at −78° C. with an n-butyllithium solution (1.6 M in hexane, 312 μl, 0.50 mmol). After 15 mins' stirring at −78° C., a solution of 50 mg (0.43 mmol) of 3-nitromethylenoxetane [Herstellung: G. Wuitschik et al., Agnew. Chem. Int. Ed. 45 (46), 7736-7739 (2006)] in 2 ml THF is added. The mixture is stirred overnight at −78° C. and then the reaction is stopped by addition of 5 ml of saturate... Reactants: COC(=O)C=P(C1=CC=CC=C1)(C1=CC=CC=C1)C1=CC=CC=C1 ((methoxycarbonylmethylene)-triphenylphosphorane), COC1=C(C=O)C(=CC=C1)OC (2,6-dimethoxybenzaldehyde), ice water. The solvent is O1CCCC1 (tetrahydrofuran). Product: COC(\C=C\C1=C(C=CC=C1OC)OC)=O ((2E)-3-(2,6-Dimethoxyphenyl)-2-propenoic acid methyl ester). Isolated yield 93.5%. As a reaction SMILES: [CH3:1][O:2][C:3]([CH:5]=P(C1C=CC=CC=1)(C1C=CC=CC=1)C1C=CC=CC=1)=[O:4].[CH3:25][O:26][C:27]1[CH:34]=[CH:33][CH:32]=[C:31]([O:35][CH3:36])[C:28]=1[CH:29]=O>O1CCCC1>[CH3:1][O:2][C:3](=[O:4])/[CH:5]=[CH:29]/[C:28]1[C:27]([O:26][CH3:25])=[CH:34][CH:33]=[CH:32][C:31]=1[O:35][CH3:36]. Reported procedure: 35.6 g of (methoxycarbonylmethylene)-triphenylphosphorane is added to a solution of 8.48 g of 2,6-dimethoxybenzaldehyde in 450 ml of tetrahydrofuran under nitrogen and refluxed for 16 hours. It is poured on 200 ml of ice water, extracted three times with ethyl acetate, the combined organic phases are washed once with saturated sodium chloride solution, dried on sodium sulfate and after filtration, concentrated by evaporation in a vacuum. The thus obtained residue is purified by chromatography on...